From a dataset of the Open Reaction Database (ORD), a public repository of structured organic reaction records. describe an organic reaction: reactants, conditions, products, and yield Reactants: O(C1=CC=CC=C1)C1=CC=C(CN)C=C1 (4-phenoxybenzylamine), NC1=CC2=C(OC(OC2=O)(C)C)C=C1 (6-amino-2,2-dimethyl-4H-1,3-benzodioxin-4-one), ClCC1=CC=C(C(=O)Cl)C=C1 (4-(chloromethyl)benzoyl chloride), C1(=CC=CC=C1)CCC(=O)Cl (3-phenylpropanoyl chloride). Product: OC1=C(C(=O)O)C=C(C=C1)N(C(CCC1=CC=CC=C1)=O)CC1=CC=C(C=C1)C(=O)NCC1=CC=C(C=C1)OC1=CC=CC=C1 (2-hydroxy-5-[(4-{[(4-phenoxybenzyl)amino]carbonyl}benzyl)(3-phenylpropanoyl)amino]benzoic acid). As a reaction SMILES: [O:1]([C:8]1[CH:15]=[CH:14][C:11]([CH2:12][NH2:13])=[CH:10][CH:9]=1)[C:2]1[CH:7]=[CH:6][CH:5]=[CH:4][CH:3]=1.Cl[CH2:17][C:18]1[CH:26]=[CH:25][C:21]([C:22](Cl)=[O:23])=[CH:20][CH:19]=1.[C:27]1([CH2:33][CH2:34][C:35](Cl)=[O:36])[CH:32]=[CH:31][CH:30]=[CH:29][CH:28]=1.[NH2:38][C:39]1[CH:51]=[CH:50][C:42]2[O:43]C(C)(C)[O:45][C:46](=[O:47])[C:41]=2[CH:40]=1>>[OH:43][C:42]1[CH:50]=[CH:51][C:39]([N:38]([CH2:17][C:18]2[CH:26]=[CH:25][C:21]([C:22]([NH:13][CH2:12][C:11]3[CH:10]=[CH:9][C:8]([O:1][C:2]4[CH:3]=[CH:4][CH:5]=[CH:6][CH:7]=4)=[CH:15][CH:14]=3)=[O:23])=[CH:20][CH:19]=2)[C:35](=[O:36])[CH2:34][CH2:33][C:27]2[CH:32]=[CH:31][CH:30]=[CH:29][CH:28]=2)=[CH:40][C:41]=1[C:46]([OH:47])=[O:45]. Procedure details: The title compound was prepared following the procedure A using 4-phenoxybenzylamine, 4-(chloromethyl)benzoyl chloride, 3-phenylpropanoyl chloride and 6-amino-2,2-dimethyl-4H-1,3-benzodioxin-4-one. M+(ESI): 601.1 Reactants: COc1cc2c(cc1OC)CC(=O)CC2, COc1cc(C=O)c([N+](=O)[O-])cc1OC. Reaction SMILES: [CH3:1][O:2][c:3]1[cH:4][c:5]2[c:10]([cH:11][c:12]1[O:13][CH3:14])[CH2:9][C:8](=[O:15])[CH2:7][CH2:6]2.[N+:16](=[O:17])([O-:18])[c:19]1[cH:20][c:21]([O:29][CH3:30])[c:22]([O:27][CH3:28])[cH:23][c:24]1[CH:25]=[O:26]>>[CH3:1][O:2][c:3]1[cH:4][c:5]2[c:10]([cH:11][c:12]1[O:13][CH3:14])[C:9](=[CH:25][c:24]1[c:19]([N+:16](=[O:17])[O-:18])[cH:20][c:21]([O:29][CH3:30])[c:22]([O:27][CH3:28])[cH:23]1)[C:8](=[O:15])[CH2:7][CH2:6]2. Yields the product COc1cc(C=C2C(=O)CCc3cc(OC)c(OC)cc32)c([N+](=O)[O-])cc1OC. The reactants are [Br-], C1CCOC1, C[Mg+], CC(C)O, O=CC1=C(Cl)CCCC1. The product is CC(O)C1=C(Cl)CCCC1. RXN SMILES: [Br-:10].[CH2:17]1[O:18][CH2:19][CH2:20][CH2:21]1.[CH3:11][Mg+:12].[CH:13]([OH:14])([CH3:15])[CH3:16].[Cl:1][C:2]1=[C:3]([CH:8]=[O:9])[CH2:4][CH2:5][CH2:6][CH2:7]1>>[Cl:1][C:2]1=[C:3]([CH:8]([OH:9])[CH3:13])[CH2:4][CH2:5][CH2:6][CH2:7]1. Starting materials: OC1=C(C=O)C=CC(=C1)O (2,4-dihydroxy-benzaldehyde), ClCCN(C)C (2-chloro-1-dimethylaminoethane), C([O-])([O-])=O.[K+].[K+] (potassium carbonate). Run in C(C)C(=O)C (methyl ethyl ketone). The product is OC1=C(C=O)C=CC(=C1)OCCN(C)C (2-Hydroxy-4-[2-(dimethylamino)ethoxy]benzaldehyde). RXN SMILES: [OH:1][C:2]1[CH:9]=[C:8]([OH:10])[CH:7]=[CH:6][C:3]=1[CH:4]=[O:5].Cl[CH2:12][CH2:13][N:14]([CH3:16])[CH3:15].C(=O)([O-])[O-].[K+].[K+]>C(C(C)=O)C>[OH:1][C:2]1[CH:9]=[C:8]([O:10][CH2:12][CH2:13][N:14]([CH3:16])[CH3:15])[CH:7]=[CH:6][C:3]=1[CH:4]=[O:5] |f:2.3.4|. Procedure: A mixture containing 0.8 mole of 2,4-dihydroxy-benzaldehyde, 0.8 mole of 2-chloro-1-dimethylaminoethane and 1.6 mole of potassium carbonate in 1200 ml of anhydrous methyl ethyl ketone is refluxed for 1 hour 30 minutes with stirring. The reactants are [H-].[Na+] (sodium hydride), [K+].[Br-] (KBr), [H-].[Na+] (Sodium hydride), BrC1C(C2=C(OC1(C)C)C=CS2)O (6-bromo-7-hydroxy-5,6-dihydro-5,5-dimethyl-7H-thieno[3,2-b]pyran), CN(C=O)C (N,N-dimethylformamide), resultant mixture, C1CCNC(=O)C1 (d-Valero-lactam), ice water. Run at time 4 day. Yields the product OC1C(C2=C(OC1(C)C)C=CS2)N2C(CCCC2)=O (5,6-Dihydro-6-hydroxy-5,5-dimethyl-7-(2-oxopiperidin-1-yl)-7H-thieno[3,2-b]pyran). Reaction SMILES: [H-].[Na+].Br[CH:4]1[C:9]([CH3:11])([CH3:10])[O:8][C:7]2[CH:12]=[CH:13][S:14][C:6]=2[CH:5]1O.[CH2:16]1[CH2:22][C:20](=[O:21])[NH:19][CH2:18][CH2:17]1.[K+].[Br-].CN(C)C=[O:28]>>[OH:28][CH:4]1[C:9]([CH3:11])([CH3:10])[O:8][C:7]2[CH:12]=[CH:13][S:14][C:6]=2[CH:5]1[N:19]1[CH2:18][CH2:17][CH2:16][CH2:22][C:20]1=[O:21] |f:0.1,4.5|. Procedure details: Sodium hydride (60% in oil, 0.25 g, 6.3 mmol) was added to a solution of 6-bromo-7-hydroxy-5,6-dihydro-5,5-dimethyl-7H-thieno[3,2-b]pyran (1.5 g, 5.7 mmol) in N,N-dimethylformamide (25 mL) at 0° C. The resultant mixture was stirred at rt for 2 h. d-Valero-lactam (1.7 g, 17.1 mmol) was added to the solution followed by sodium hydride (60% in oil, 0.75 g, 18.8 mmol) and stirring was continued at rt for 4 days. The solution was poured into ice water (500 mL) and extracted with dichloromethane. The ... Reported procedure: (S)—N—((S)-1-(3-bromo-5-(1,3-dioxoisoindolin-2-yl)pyridin-2-yl)-2-(3,5-difluorophenyl)ethyl)-2-methylpropane-2-sulfinamide (30D, 2.6 G, 4.6 mmol) was dissolved in 40 mL of methanol and cooled to 0° C. To it was added 4N HCl/1,4-dioxane (4.6 ml). The reaction mixture was allowed to stir at room temperature for 10 minutes and concentrated to afford product (S)-2-(6-(1-amino-2-(3,5-difluorophenyl)ethyl)-5-bromopyridin-3-yl)isoindoline-1,3-dione hydrochloride. To the mixture of the above HCl salt (˜... Reaction conditions: temperature 0 celsius, time 10 minute. The reactants are BrC=1C(=NC=C(C1)N1C(C2=CC=CC=C2C1=O)=O)[C@H](CC1=CC(=CC(=C1)F)F)N[S@@](=O)C(C)(C)C ((S)—N—((S)-1-(3-bromo-5-(1,3-dioxoisoindolin-2-yl)pyridin-2-yl)-2-(3,5-difluorophenyl)ethyl)-2-methylpropane-2-sulfinamide), Cl.O1CCOCC1 (HCl 1,4-dioxane). The solvent is CO (methanol). The product is Cl.N[C@@H](CC1=CC(=CC(=C1)F)F)C1=C(C=C(C=N1)N1C(C2=CC=CC=C2C1=O)=O)Br ((S)-2-(6-(1-amino-2-(3,5-difluorophenyl)ethyl)-5-bromopyridin-3-yl)isoindoline-1,3-dione hydrochloride). RXN SMILES: [Br:1][C:2]1[C:3]([C@@H:19]([NH:29][S@](C(C)(C)C)=O)[CH2:20][C:21]2[CH:26]=[C:25]([F:27])[CH:24]=[C:23]([F:28])[CH:22]=2)=[N:4][CH:5]=[C:6]([N:8]2[C:16](=[O:17])[C:15]3[C:10](=[CH:11][CH:12]=[CH:13][CH:14]=3)[C:9]2=[O:18])[CH:7]=1.[ClH:36].O1CCOCC1>CO>[ClH:36].[NH2:29][C@H:19]([C:3]1[N:4]=[CH:5][C:6]([N:8]2[C:9](=[O:18])[C:10]3[C:15](=[CH:14][CH:13]=[CH:12][CH:11]=3)[C:16]2=[O:17])=[CH:7][C:2]=1[Br:1])[CH2:20][C:21]1[CH:26]=[C:25]([F:27])[CH:24]=[C:23]([F:28])[CH:22]=1 |f:1.2,4.5|. Reactants: ClC=1C(=NC=CN1)CNC(=O)[C@@H]1CC[C@@H](CC1)O ((cis)-N-((3-chloropyrazin-2-yl)methyl)-4-hydroxycyclohexanecarboxamide), C(C)(=O)OC(C)=O (acetic anhydride). The reagents and catalysts are CN(C1=CC=NC=C1)C (4-dimethylaminopyridine). The solvent is N1=CC=CC=C1 (pyridine). Reaction conditions: time 1 hour. Product: C(C)(=O)O[C@@H]1CC[C@@H](CC1)C(NCC1=NC=CN=C1Cl)=O ((cis)-4-((3-chloropyrazin-2-yl)methylcarbamoyl)cyclohexyl acetate). Isolated yield 92.2%. Reaction SMILES: [Cl:1][C:2]1[C:3]([CH2:8][NH:9][C:10]([C@H:12]2[CH2:17][CH2:16][C@@H:15]([OH:18])[CH2:14][CH2:13]2)=[O:11])=[N:4][CH:5]=[CH:6][N:7]=1.[C:19](OC(=O)C)(=[O:21])[CH3:20]>CN(C)C1C=CN=CC=1.N1C=CC=CC=1>[C:19]([O:18][C@H:15]1[CH2:16][CH2:17][C@@H:12]([C:10](=[O:11])[NH:9][CH2:8][C:3]2[C:2]([Cl:1])=[N:7][CH:6]=[CH:5][N:4]=2)[CH2:13][CH2:14]1)(=[O:21])[CH3:20]. Reported procedure: To (cis)-N-((3-chloropyrazin-2-yl)methyl)-4-hydroxycyclohexanecarboxamide (57.4 mmol, 15.47 g) and 4-dimethylaminopyridine (5.74 mmol, 0.701 g) in pyridine (125 ml) at 0° C. was added dropwise acetic anhydride (60.2 mmol, 5.69 ml) and the mixture was stirred at room temperature for one hour. Then the reaction was quenched with 4 N hydrochloric acid to a pH of four and extracted with ethyl acetate three times. The combined organic layers were dried (MgSO4) and concentrated in vacuo. The residue w... Starting materials: Cl (hydrochloric acid), [OH-].[Na+] (sodium hydroxide), ClC1=C(C=C(C=C1)C=1N=C(NC1C1=CC=NC=C1)C(CN)(C)C)OC (2-(4-(4-Chloro-3-methoxy-phenyl)-5-pyridin-4-yl-1H-imidazol-2-yl)-2-methyl-propylamine), B(Br)(Br)Br (boron tribromide). Run in O (water), ClCCl (dichloromethane), ClCCl (dichloromethane). Reaction conditions: temperature 5 celsius, time 2 hour. Product: NCC(C)(C)C=1NC(=C(N1)C=1C=CC(=C(C1)O)Cl)C1=CC=NC=C1 (5-(2-(2-Amino-1,1-dimethyl-ethyl)-5-pyridin-4-yl-1H-imidazol-4-yl)-2-chloro-phenol). Isolated yield 60.1%. RXN SMILES: [Cl:1][C:2]1[CH:7]=[CH:6][C:5]([C:8]2[N:9]=[C:10]([C:19]([CH3:23])([CH3:22])[CH2:20][NH2:21])[NH:11][C:12]=2[C:13]2[CH:18]=[CH:17][N:16]=[CH:15][CH:14]=2)=[CH:4][C:3]=1[O:24]C.B(Br)(Br)Br.Cl.[OH-].[Na+]>ClCCl.O>[NH2:21][CH2:20][C:19]([C:10]1[NH:11][C:12]([C:13]2[CH:14]=[CH:15][N:16]=[CH:17][CH:18]=2)=[C:8]([C:5]2[CH:6]=[CH:7][C:2]([Cl:1])=[C:3]([OH:24])[CH:4]=2)[N:9]=1)([CH3:23])[CH3:22] |f:3.4|. Procedure: A solution of Example 2 (356 mg, 1 mmol) in dichloromethane (20 ml) cooled to 5° C. was treated with boron tribromide (1M in dichloromethane, 5 ml) followed by additional dichloromethane (10 ml). The solution was stirred at 5° C. for 2 hours then at room temperature for a further 2 hours. 2M hydrochloric acid (1 ml) and water (5 ml) were then added and the reaction heated to 50° C. for 15 min. After cooling the mixture was neutralised with 15% sodium hydroxide solution and the resultant precipit... The reactants are CCO, Cl, Cl, O=Cc1cc(I)ccc1F, NO, [Na+], [OH-], O. Product: ON=Cc1cc(I)ccc1F. As a reaction SMILES: [CH3:18][CH2:19][OH:20].[ClH:11].[ClH:16].[F:1][c:2]1[c:3]([CH:4]=[O:5])[cH:6][c:7]([I:10])[cH:8][cH:9]1.[NH2:12][OH:13].[Na+:15].[OH-:14].[OH2:17]>>[F:1][c:2]1[c:3]([CH:4]=[N:12][OH:13])[cH:6][c:7]([I:10])[cH:8][cH:9]1.